Dataset: the Open Reaction Database (ORD), a public repository of structured organic reaction records. Task: describe an organic reaction: reactants, conditions, products, and yield The reactants are C(CCC)[Li] (n-butyl lithium), BrC1=CC(=C(C(=C1)C)N1N=C(C(=C1CC)CC1=C(C=CC2=CC=CC=C12)OCC)CC)C (1-(4-bromo-2,6-dimethylphenyl)4-(2-ethoxy-naphthalen-1-ylmethyl)-3,5-diethyl-1H-pyrazole), CN(C=O)C (dimethylformamide). Run in C1CCOC1 (THF). Reaction conditions: time 10 minute. Product: C(C)OC1=C(C2=CC=CC=C2C=C1)CC=1C(=NN(C1CC)C1=C(C=C(C=O)C=C1C)C)CC (4-[4-(2-Ethoxynaphthalen-1-ylmethyl)-3,5-diethyl-pyrazol-1-yl]-3,5-dimethyl -benzaldehyde). The yield is 112.1%. Reaction SMILES: Br[C:2]1[CH:7]=[C:6]([CH3:8])[C:5]([N:9]2[C:13]([CH2:14][CH3:15])=[C:12]([CH2:16][C:17]3[C:26]4[C:21](=[CH:22][CH:23]=[CH:24][CH:25]=4)[CH:20]=[CH:19][C:18]=3[O:27][CH2:28][CH3:29])[C:11]([CH2:30][CH3:31])=[N:10]2)=[C:4]([CH3:32])[CH:3]=1.C([Li])CCC.CN(C)[CH:40]=[O:41]>C1COCC1>[CH2:28]([O:27][C:18]1[CH:19]=[CH:20][C:21]2[C:26](=[CH:25][CH:24]=[CH:23][CH:22]=2)[C:17]=1[CH2:16][C:12]1[C:11]([CH2:30][CH3:31])=[N:10][N:9]([C:5]2[C:6]([CH3:8])=[CH:7][C:2]([CH:40]=[O:41])=[CH:3][C:4]=2[CH3:32])[C:13]=1[CH2:14][CH3:15])[CH3:29]. Procedure: A solution of 1-(4-bromo-2,6-dimethylphenyl)4-(2-ethoxy-naphthalen-1-ylmethyl)-3,5-diethyl-1H-pyrazole (0.400 g, 0.81 mmol) in 2.0 ml anhydrous THF was added dropwise to a dry ice-acetone bath cooled solution of n-butyl lithium (2.5 M solution in hexane, 0.358 ml, 0.90 mmol). After stirring 10 minutes, anhydrous dimethylformamide (0.188 ml, 2.43 mmol) was added. After 30 minutes the cooling bath was removed and the mixture was stirred 1 hour. The reaction was quenched by addition of 0.25 ml of a... Starting materials: Cl (hydrochloric acid), C([O-])([O-])=O.[K+].[K+] (Potassium carbonate), OC1=NNC(=C1)C (3-hydroxy-5-methylpyrazole), ClC=1C=C(C=C(C1F)F)C(F)(F)F (3-chloro-4,5-difluorobenzotrifluoride). Solvent: CN(C)C=O (DMF). Conditions: temperature 70 celsius. The product is ClC1=C(C(=CC(=C1)C(F)(F)F)F)OC1=NNC(=C1)C (3-(2-chloro-6-fluoro-4-trifluoromethylphenyloxy)-5-methylpyrazole). Yield: 31.1%. RXN SMILES: C(=O)([O-])[O-].[K+].[K+].[OH:7][C:8]1[CH:12]=[C:11]([CH3:13])[NH:10][N:9]=1.[Cl:14][C:15]1[CH:16]=[C:17]([C:23]([F:26])([F:25])[F:24])[CH:18]=[C:19]([F:22])[C:20]=1F.Cl>CN(C=O)C>[Cl:14][C:15]1[CH:16]=[C:17]([C:23]([F:24])([F:25])[F:26])[CH:18]=[C:19]([F:22])[C:20]=1[O:7][C:8]1[CH:12]=[C:11]([CH3:13])[NH:10][N:9]=1 |f:0.1.2|. Reported procedure: Potassium carbonate (1.66 g, 12 mmol) was added to a solution of 3-hydroxy-5-methylpyrazole (2.45 g, 25.0 mmol) and 3-chloro-4,5-difluorobenzotrifluoride (2.5 g, 25.0 mmol) in DMF (40 ml), and the mixture was stirred under heating at 70° C. for 4 hours. After completion of the reaction, the reaction mixture was poured into 2N hydrochloric acid (100 ml) and extracted with ethyl acetate (50 ml×3). An organic layer was washed with water, dried over anhydrous magnesium sulfate and filtered to remove...